This data is from the Open Reaction Database (ORD), a public repository of structured organic reaction records. The task is: describe an organic reaction: reactants, conditions, products, and yield Starting materials: CN(CC1=CC=C(C=C1)OC1=CC=C(C=C1)Br)C[C@@H]1N(CCC1)C(=O)OC(C)(C)C (1,1-dimethylethyl (R)-2-[[methyl[[4-(4-bromophenoxy)phenyl]methyl]amino]methyl]-1-pyrrolidinecarboxylate), Cl (hydrochloric acid). Run in O1CCOCC1 (dioxane). The product is BrC1=CC=C(OC2=CC=C(C=C2)CN(C[C@@H]2NCCC2)C)C=C1 ((R)—N-[[4-(4-bromophenoxy)phenyl]methyl]-N-methyl-2-pyrrolidinemethanamine). Yield: 128.8%. RXN SMILES: [CH3:1][N:2]([CH2:18][C@H:19]1[CH2:23][CH2:22][CH2:21][N:20]1C(OC(C)(C)C)=O)[CH2:3][C:4]1[CH:9]=[CH:8][C:7]([O:10][C:11]2[CH:16]=[CH:15][C:14]([Br:17])=[CH:13][CH:12]=2)=[CH:6][CH:5]=1.Cl>O1CCOCC1>[Br:17][C:14]1[CH:13]=[CH:12][C:11]([O:10][C:7]2[CH:6]=[CH:5][C:4]([CH2:3][N:2]([CH3:1])[CH2:18][C@H:19]3[CH2:23][CH2:22][CH2:21][NH:20]3)=[CH:9][CH:8]=2)=[CH:16][CH:15]=1. Procedure: A solution of 1,1-dimethylethyl (R)-2-[[methyl[[4-(4-bromophenoxy)phenyl]methyl]amino]methyl]-1-pyrrolidinecarboxylate (670 mg, 1.8 mmol) in a solution of 4 N hydrochloric acid in dioxane (6 mL) was stirred overnight. Solvent was removed under reduced pressure and 870 mg of (R)—N-[[4-(4-bromophenoxy)phenyl]methyl]-N-methyl-2-pyrrolidinemethanamine was isolated as the hydrochloride salt.